From a dataset of the Open Reaction Database (ORD), a public repository of structured organic reaction records. describe an organic reaction: reactants, conditions, products, and yield Starting materials: Hastelloy, FC(C(C(C(C(C(F)(F)F)(F)F)(F)F)(F)F)(F)F)(F)I (perfluorohexyl iodide), [H][H] (hydrogen). The reagents and catalysts are [Ni] (nickel). Conditions: temperature -80 celsius. The product is C(C(C(C(C(C(F)(F)F)(F)F)(F)F)(F)F)(F)F)(F)F (1H-perfluorohexane). Yield: 81.1%. Reaction SMILES: [F:1][C:2](I)([F:19])[C:3]([F:18])([F:17])[C:4]([F:16])([F:15])[C:5]([F:14])([F:13])[C:6]([F:12])([F:11])[C:7]([F:10])([F:9])[F:8].[H][H]>[Ni]>[CH:2]([F:19])([F:1])[C:3]([F:17])([F:18])[C:4]([F:15])([F:16])[C:5]([F:13])([F:14])[C:6]([F:12])([F:11])[C:7]([F:10])([F:9])[F:8]. Procedure details: A 225-mL Hastelloy™ nickel alloy tube was charged with 134.0 g (0.30 mol) of perfluorohexyl iodide, cooled to −80° C. and evacuated, then warmed to 22° C. and pressured to 380 psi (2.72 mPa) with hydrogen (0.17 mol). Heating to 300° C. was accompanied by at least three temperature spikes, the first beginning at 240° C. The pressure at 300° C. began at 990 psi (6.93 mPa) and dropped to 860 psi (6.03 mPa) within 2 hours. When cooled to 25° C., the reactor showed zero pressure on the gauge. Distill... The reactants are CC1Cc2cccc(Br)c2C1=O, CC(=O)[O-], CC(=O)[O-], COCCOC, OB(O)c1cc(F)cc(F)c1, [Na+], [Na+], O=C([O-])[O-], O, [Pd+2], c1ccc(P(c2ccccc2)c2ccccc2)cc1. The product is CC1Cc2cccc(-c3cc(F)cc(F)c3)c2C1=O. As a reaction SMILES: [Br:1][c:2]1[cH:3][cH:4][cH:5][c:6]2[c:10]1[C:9](=[O:11])[CH:8]([CH3:12])[CH2:7]2.[C:55]([O-:56])(=[O:57])[CH3:58].[C:60]([O-:61])(=[O:62])[CH3:63].[CH2:49]([CH2:50][O:51][CH3:52])[O:53][CH3:54].[F:13][c:14]1[cH:15][c:16]([B:21]([OH:22])[OH:23])[cH:17][c:18]([F:20])[cH:19]1.[Na+:24].[Na+:25].[O-:26][C:27](=[O:28])[O-:29].[OH2:64].[Pd+2:59].[c:30]1([P:31]([c:32]2[cH:33][cH:34][cH:35][cH:36][cH:37]2)[c:38]2[cH:39][cH:40][cH:41][cH:42][cH:43]2)[cH:44][cH:45][cH:46][cH:47][cH:48]1>>[c:2]1(-[c:16]2[cH:15][c:14]([F:13])[cH:19][c:18]([F:20])[cH:17]2)[cH:3][cH:4][cH:5][c:6]2[c:10]1[C:9](=[O:11])[CH:8]([CH3:12])[CH2:7]2. Starting materials: C(C1=CC=CC=C1)(=O)NC1=CC=C(C=C1)OC(CCCC=CCC1=CC(CC1=O)O)=O (7-(3-hydroxy-5-oxo-1-cyclopenten-1-yl)-hept-5-enoic acid p-benzoylaminophenyl ester), OC(CS)(CCCCC)C (2-hydroxy-2-methyl-heptanethiol), C(C)(C)NC(C)C (diisopropylamine). Product: C(C1=CC=CC=C1)(=O)NC1=CC=C(C=C1)OC(CCCC=CC[C@H]1C(C[C@H]([C@@H]1SCC(CCCCC)(C)O)O)=O)=O (11α,15-dihydroxy-15-methyl-9-oxo-13-thia-5-prostenoic acid p-benzoylaminophenyl ester). Reaction SMILES: [C:1]([NH:9][C:10]1[CH:15]=[CH:14][C:13]([O:16][C:17](=[O:31])[CH2:18][CH2:19][CH2:20][CH:21]=[CH:22][CH2:23][C:24]2[C:28](=[O:29])[CH2:27][CH:26]([OH:30])[CH:25]=2)=[CH:12][CH:11]=1)(=[O:8])[C:2]1[CH:7]=[CH:6][CH:5]=[CH:4][CH:3]=1.[OH:32][C:33]([CH3:41])([CH2:36][CH2:37][CH2:38][CH2:39][CH3:40])[CH2:34][SH:35].C(NC(C)C)(C)C>>[C:1]([NH:9][C:10]1[CH:15]=[CH:14][C:13]([O:16][C:17](=[O:31])[CH2:18][CH2:19][CH2:20][CH:21]=[CH:22][CH2:23][C@@H:24]2[C@@H:25]([S:35][CH2:34][C:33]([OH:32])([CH3:41])[CH2:36][CH2:37][CH2:38][CH2:39][CH3:40])[C@H:26]([OH:30])[CH2:27][C:28]2=[O:29])=[CH:12][CH:11]=1)(=[O:8])[C:2]1[CH:3]=[CH:4][CH:5]=[CH:6][CH:7]=1. Procedure details: Analogously to Example 5, by reaction of 7-(3-hydroxy-5-oxo-1-cyclopenten-1-yl)-hept-5-enoic acid p-benzoylaminophenyl ester with 2-hydroxy-2-methyl-heptanethiol in the presence of diisopropylamine, 11α,15-dihydroxy-15-methyl-9-oxo-13-thia-5-prostenoic acid p-benzoylaminophenyl ester is obtained. Starting materials: CCCCCCCCCC(=O)OCC, CCO[SiH](OCC)OCC, CC[O-], CC[O-], CC[O-], CC[O-], [Ti+4]. The product is CCCCCCCCCCO. Reaction SMILES: [C:11]([CH2:12][CH2:13][CH2:14][CH2:15][CH2:16][CH2:17][CH2:18][CH2:19][CH3:20])(=[O:21])[O:22][CH2:23][CH3:24].[CH2:1]([O:2][SiH:3]([O:4][CH2:5][CH3:6])[O:7][CH2:8][CH3:9])[CH3:10].[CH3:25][CH2:26][O-:27].[CH3:29][CH2:30][O-:31].[CH3:32][CH2:33][O-:34].[CH3:35][CH2:36][O-:37].[Ti+4:28]>>[CH2:11]([CH2:12][CH2:13][CH2:14][CH2:15][CH2:16][CH2:17][CH2:18][CH2:19][CH3:20])[OH:21]. Reaction SMILES: [Cl:1][C:2]1[C:6]([C:7]2[CH:12]=[CH:11][C:10]([O:13]C)=[CH:9][CH:8]=2)=[N:5][S:4][N:3]=1.B(Br)(Br)Br>C(Cl)Cl>[Cl:1][C:2]1[C:6]([C:7]2[CH:12]=[CH:11][C:10]([OH:13])=[CH:9][CH:8]=2)=[N:5][S:4][N:3]=1. Yields the product ClC1=NSN=C1C1=CC=C(C=C1)O (3-chloro-4-(4-hydroxyphenyl)-1,2,5-thiadiazole). Procedure: By the method described in `Advanced Organic Synthesis, Methods and Techniques` Academic Press, p 66 (1971), incorporated herein by reference, 2.0 g (0.0088 mole) of 3-chloro-(4-methoxy-phenyl)-1,2,5-thiadiazole (prepared in manner of Example 2) was reacted with 11.0 g (0.044 mole) of boron tribromide in 60 ml of methylene chloride to produce 1.63 g of 3-chloro-4-(4-hydroxyphenyl)-1,2,5-thiadiazole (m.p. 135°-136.5° C.). The solvent is C(Cl)Cl (methylene chloride). Reactants: ClC1=NSN=C1C1=CC=C(C=C1)OC (3-chloro-(4-methoxy-phenyl)-1,2,5-thiadiazole), B(Br)(Br)Br (boron tribromide). Yield: 87.1%. The reactants are CN(C)C1(C#N)CCC2(CC1)OCCO2, CCOCC, [Cl-], Fc1ccc(CCl)cc1, [Mg], [NH4+]. The product is CN(C)C1(Cc2ccc(F)cc2)CCC2(CC1)OCCO2. Reaction SMILES: [CH3:11][N:12]([C:13]1([C:23]#[N:24])[CH2:14][CH2:15][C:16]2([O:17][CH2:18][CH2:19][O:20]2)[CH2:21][CH2:22]1)[CH3:25].[CH3:28][CH2:29][O:30][CH2:31][CH3:32].[Cl-:26].[F:2][c:3]1[cH:4][cH:5][c:6]([CH2:7][Cl:8])[cH:9][cH:10]1.[Mg:1].[NH4+:27]>>[F:2][c:3]1[cH:4][cH:5][c:6]([CH2:7][C:13]2([N:12]([CH3:11])[CH3:25])[CH2:14][CH2:15][C:16]3([O:17][CH2:18][CH2:19][O:20]3)[CH2:21][CH2:22]2)[cH:9][cH:10]1.